This data is from the Open Reaction Database (ORD), a public repository of structured organic reaction records. The task is: describe an organic reaction: reactants, conditions, products, and yield The reactants are CC1=CC=C(C=C1)S(=O)CC#C (4-methyl-1-(prop-2-ynylsulfinyl)benzene), Cl.O1CCOCC1 (hydrogen chloride dioxane). Run in O1CCOCC1 (dioxane). Run at temperature 100 celsius. Yields the product ClCC=1C2=C(SC1)C=CC(=C2)C (3-(chloromethyl)-5-methylbenzo[b]thiophene). Yield: 61.0%. RXN SMILES: [CH3:1][C:2]1[CH:7]=[CH:6][C:5]([S:8]([CH2:10][C:11]#[CH:12])=O)=[CH:4][CH:3]=1.[ClH:13].O1CCOCC1>O1CCOCC1>[Cl:13][CH2:12][C:11]1[C:6]2[CH:7]=[C:2]([CH3:1])[CH:3]=[CH:4][C:5]=2[S:8][CH:10]=1 |f:1.2|. Reported procedure: In 15 mL of dioxane, was dissolved 873.4 mg (4.9 mmol) of the compound obtained in Example 11. The resulting solution was stirred with heating at 100° C. for 70 minutes. The reaction system was cooled to room temperature, and 1.5 mL (6 mmol) of a 4 M hydrogen chloride-dioxane was added. The resulting mixture was stirred at room temperature for 1 hour. The reaction system was vacuum concentrated, and was added 0.80 mL of cyclohexane. The obtained mixture was heated at 70° C. for 10 minutes and co... Reactants: C1CCOC1, COC(=O)CNC(=O)CCc1c(C)cc(-c2nnc(-c3cc(CC(C)C)c(C)s3)o2)cc1C, CO, [Li+], [OH-]. The product is Cc1cc(-c2nnc(-c3cc(CC(C)C)c(C)s3)o2)cc(C)c1CCC(=O)NCC(=O)O. As a reaction SMILES: [CH2:34]1[O:35][CH2:36][CH2:37][CH2:38]1.[CH3:1][O:2][C:3]([CH2:4][NH:5][C:6]([CH2:7][CH2:8][c:9]1[c:10]([CH3:31])[cH:11][c:12](-[c:16]2[o:17][c:18](-[c:21]3[s:22][c:23]([CH3:30])[c:24]([CH2:26][CH:27]([CH3:28])[CH3:29])[cH:25]3)[n:19][n:20]2)[cH:13][c:14]1[CH3:15])=[O:32])=[O:33].[CH3:39][OH:40].[Li+:42].[OH-:41]>>[O:2]=[C:3]([CH2:4][NH:5][C:6]([CH2:7][CH2:8][c:9]1[c:10]([CH3:31])[cH:11][c:12](-[c:16]2[o:17][c:18](-[c:21]3[s:22][c:23]([CH3:30])[c:24]([CH2:26][CH:27]([CH3:28])[CH3:29])[cH:25]3)[n:19][n:20]2)[cH:13][c:14]1[CH3:15])=[O:32])[OH:33]. The reactants are C(C)OC(C1=CC=C(C=C1)[Sn](CCCC)(CCCC)CCCC)=O (4-(Tri-n-butyl-stannyl)-benzoic acid ethyl ester), FC(S(=O)(=O)OC1=CCCC2=CC=CC=C12)(F)F (3,4-dihydro-naphthalen-1-yl trifluoromethanesulfonate). Yields the product C(C)OC(C1=CC=C(C=C1)C1=CCCC2=CC=CC=C12)=O (4-(3,4-Dihydro-naphthalen-1-yl)-benzoic acid ethyl ester). The yield is 93.5%. Reaction SMILES: [CH2:1]([O:3][C:4](=[O:24])[C:5]1[CH:10]=[CH:9][C:8]([Sn](CCCC)(CCCC)CCCC)=[CH:7][CH:6]=1)[CH3:2].FC(F)(F)S(O[C:31]1[C:40]2[C:35](=[CH:36][CH:37]=[CH:38][CH:39]=2)[CH2:34][CH2:33][CH:32]=1)(=O)=O>>[CH2:1]([O:3][C:4](=[O:24])[C:5]1[CH:6]=[CH:7][C:8]([C:34]2[C:35]3[C:40](=[CH:39][CH:38]=[CH:37][CH:36]=3)[CH2:31][CH2:32][CH:33]=2)=[CH:9][CH:10]=1)[CH3:2]. Procedure: 4-(Tri-n-butyl-stannyl)-benzoic acid ethyl ester of Example 15, Step A (2.58 g, 5.88 mmol) and 3,4-dihydro-naphthalen-1-yl trifluoromethanesulfonate (1.80 g, 6.47 mmol) were reacted in the manner of Example 15, Step B. Purification by flash column chromatography on silica gel, eluting with a solvent gradient of from 0 to 10% ethyl acetate in hexane followed by recrystallization from pentane (−20° C.) afforded the title compound (1.53 g) as slightly yellow crystals, m.p. 81° C.